describe an organic reaction: reactants, conditions, products, and yield From a dataset of the Open Reaction Database (ORD), a public repository of structured organic reaction records. Starting materials: BrC1=CC=C(C=C1)C1(CC1)C(=O)OC(C)(C)C (tert-butyl 1-(4-bromophenyl)cyclopropanecarboxylate), N1CCCC1 (pyrrolidine), CCC(C)(C)[O-].[Na+] (sodium tert-pentoxide), ClCCl (dichloromethane), ice water. Reagents/catalysts: C1=CC=C(C=C1)P([C-]2C=CC=C2)C3=CC=CC=C3.C1=CC=C(C=C1)P([C-]2C=CC=C2)C3=CC=CC=C3.Cl[Pd]Cl.[Fe+2] ([1,1′-bis(diphenylphosphino)ferrocene]dichloropalladium(II)), C1(=CC=CC=C1)P([C-]1C=CC=C1)C1=CC=CC=C1.[C-]1(C=CC=C1)P(C1=CC=CC=C1)C1=CC=CC=C1.[Fe+2] (1,1′-bis(diphenylphosphino)ferrocene). Run in C1(=CC=CC=C1)C (toluene). Conditions: temperature 100 celsius. Product: N1(CCCC1)C1=CC=C(C=C1)C1(CC1)C(=O)OC(C)(C)C (tert-butyl 1-(4-pyrrolidin-1-ylphenyl)cyclopropanecarboxylate). As a reaction SMILES: Br[C:2]1[CH:7]=[CH:6][C:5]([C:8]2([C:11]([O:13][C:14]([CH3:17])([CH3:16])[CH3:15])=[O:12])[CH2:10][CH2:9]2)=[CH:4][CH:3]=1.[NH:18]1[CH2:22][CH2:21][CH2:20][CH2:19]1.CCC([O-])(C)C.[Na+].ClCCl>C1C=CC(P(C2C=CC=CC=2)[C-]2C=CC=C2)=CC=1.C1C=CC(P(C2C=CC=CC=2)[C-]2C=CC=C2)=CC=1.Cl[Pd]Cl.[Fe+2].C1(P(C2C=CC=CC=2)[C-]2C=CC=C2)C=CC=CC=1.[C-]1(P(C2C=CC=CC=2)C2C=CC=CC=2)C=CC=C1.[Fe+2].C1(C)C=CC=CC=1>[N:18]1([C:2]2[CH:7]=[CH:6][C:5]([C:8]3([C:11]([O:13][C:14]([CH3:17])([CH3:16])[CH3:15])=[O:12])[CH2:10][CH2:9]3)=[CH:4][CH:3]=2)[CH2:22][CH2:21][CH2:20][CH2:19]1 |f:2.3,5.6.7.8,9.10.11|. Reported procedure: A mixture of tert-butyl 1-(4-bromophenyl)cyclopropanecarboxylate (297.1 mg, 1.0 mmol), pyrrolidine (100.0 μL, 1.2 mmol), sodium tert-pentoxide (154.2 mg, 1.40 mmol), [1,1′-bis(diphenylphosphino)ferrocene]dichloropalladium(II), complex with dichloromethane (1:1) (24.5 mg, 0.030 mmol) and 1,1′-bis(diphenylphosphino)ferrocene (16.6 mg, 0.030 mmol) was deaerated under vacuum and then charged with nitrogen. To the mixture was added toluene (2.0 mL). The resulting mixture was heated at 100° C. for ove...